The task is: describe an organic reaction: reactants, conditions, products, and yield. This data is from the Open Reaction Database (ORD), a public repository of structured organic reaction records. Procedure: To a mixture of THF (2 mL), methanol (2 mL), and 2N sodium hydroxide aqueous solution of 3-(2,6-difluoro-4-{4-[2-fluoro-3-(1-methyloxyhexyl)phenyl]thiazol-2-ylcarbamoyl}phenyl}-2-methylacrylic acid ethyl ester (500 mg) was stirred at room temperature for 3 h. The reaction mixture was acidified with hydrochloric acid, and extracted with ethyl acetate. The organic layer was washed with water, and brine, dried over magnesium sulfate, and evaporated. The residue was recrystallized from ethyl acetate... Run at time 3 hour. Reactants: C1CCOC1 (THF), [OH-].[Na+] (sodium hydroxide), C(C)OC(C(=CC1=C(C=C(C=C1F)C(NC=1SC=C(N1)C1=C(C(=CC=C1)C(CCCCC)OC)F)=O)F)C)=O (3-(2,6-difluoro-4-{4-[2-fluoro-3-(1-methyloxyhexyl)phenyl]thiazol-2-ylcarbamoyl}phenyl}-2-methylacrylic acid ethyl ester), Cl (hydrochloric acid). Yields the product FC1=C(C(=CC(=C1)C(NC=1SC=C(N1)C1=C(C(=CC=C1)C(CCCCC)OC)F)=O)F)C=C(C(=O)O)C (3-(2,6-difluoro-4-{4-[2-fluoro-3-(1-methyloxyhexyl)phenyl]thiazol-2-ylcarbamoyl}phenyl)-2-methylacrylic acid). Reaction SMILES: C1COCC1.[OH-].[Na+].C([O:10][C:11](=[O:46])[C:12]([CH3:45])=[CH:13][C:14]1[C:19]([F:20])=[CH:18][C:17]([C:21](=[O:43])[NH:22][C:23]2[S:24][CH:25]=[C:26]([C:28]3[CH:33]=[CH:32][CH:31]=[C:30]([CH:34]([O:40][CH3:41])[CH2:35][CH2:36][CH2:37][CH2:38][CH3:39])[C:29]=3[F:42])[N:27]=2)=[CH:16][C:15]=1[F:44])C.Cl>CO>[F:44][C:15]1[CH:16]=[C:17]([C:21](=[O:43])[NH:22][C:23]2[S:24][CH:25]=[C:26]([C:28]3[CH:33]=[CH:32][CH:31]=[C:30]([CH:34]([O:40][CH3:41])[CH2:35][CH2:36][CH2:37][CH2:38][CH3:39])[C:29]=3[F:42])[N:27]=2)[CH:18]=[C:19]([F:20])[C:14]=1[CH:13]=[C:12]([CH3:45])[C:11]([OH:46])=[O:10] |f:1.2|. Run in CO (methanol). The yield is 77.9%.